This data is from the Open Reaction Database (ORD), a public repository of structured organic reaction records. The task is: describe an organic reaction: reactants, conditions, products, and yield The reactants are CC(=O)O, CC(=O)O, C1CCOC1, CSCCC(=O)N(C)c1nnc(-c2cccnc2)s1, Ic1ccccc1, N#CN. Yields the product CN(C(=O)CCNC#N)c1nnc(-c2cccnc2)s1. RXN SMILES: [C:23]([OH:24])(=[O:25])[CH3:26].[C:27]([OH:28])(=[O:29])[CH3:30].[CH2:38]1[O:39][CH2:40][CH2:41][CH2:42]1.[CH3:4][N:5]([C:6]([CH2:7][CH2:8][S:9][CH3:10])=[O:11])[c:12]1[s:13][c:14](-[c:17]2[cH:18][n:19][cH:20][cH:21][cH:22]2)[n:15][n:16]1.[I:31][c:32]1[cH:33][cH:34][cH:35][cH:36][cH:37]1.[NH2:1][C:2]#[N:3]>>[NH:1]([C:2]#[N:3])[CH2:8][CH2:7][C:6]([N:5]([CH3:4])[c:12]1[s:13][c:14](-[c:17]2[cH:18][n:19][cH:20][cH:21][cH:22]2)[n:15][n:16]1)=[O:11].